Dataset: the Open Reaction Database (ORD), a public repository of structured organic reaction records. Task: describe an organic reaction: reactants, conditions, products, and yield Starting materials: CCC(O[Si](CC)(CC)C(C)C)C(C)C1OC1CC(C)(O)C=CC=C(C)C1OC(=O)CC(O[Si](CC)(CC)C(C)C)CCC(C)C(OC(C)=O)C=CC1C, CCOC(C)=O. Product: CCC(O[Si](CC)(CC)C(C)C)C(C)C1OC1CC(C)(O)C=CC=C(C)C1OC(=O)CC(O[Si](CC)(CC)C(C)C)CCC(C)C(O)C=CC1C. RXN SMILES: [C:1](=[O:2])([CH3:3])[O:4][CH:5]1[CH:6]([CH3:54])[CH2:7][CH2:8][CH:9]([O:45][Si:46]([CH:47]([CH3:48])[CH3:49])([CH2:50][CH3:51])[CH2:52][CH3:53])[CH2:10][C:11](=[O:12])[O:13][CH:14]([C:19](=[CH:20][CH:21]=[CH:22][C:23]([CH2:24][CH:25]2[CH:26]([CH:27]([CH:28]([CH2:29][CH3:30])[O:31][Si:32]([CH:33]([CH3:34])[CH3:35])([CH2:36][CH3:37])[CH2:38][CH3:39])[CH3:40])[O:41]2)([CH3:42])[OH:43])[CH3:44])[CH:15]([CH3:18])[CH:16]=[CH:17]1.[CH3:55][CH2:56][O:57][C:58](=[O:59])[CH3:60]>>[OH:4][CH:5]1[CH:6]([CH3:54])[CH2:7][CH2:8][CH:9]([O:45][Si:46]([CH:47]([CH3:48])[CH3:49])([CH2:50][CH3:51])[CH2:52][CH3:53])[CH2:10][C:11](=[O:12])[O:13][CH:14]([C:19](=[CH:20][CH:21]=[CH:22][C:23]([CH2:24][CH:25]2[CH:26]([CH:27]([CH:28]([CH2:29][CH3:30])[O:31][Si:32]([CH:33]([CH3:34])[CH3:35])([CH2:36][CH3:37])[CH2:38][CH3:39])[CH3:40])[O:41]2)([CH3:42])[OH:43])[CH3:44])[CH:15]([CH3:18])[CH:16]=[CH:17]1. The reactants are O (water), Cl.CNCC#N (methylaminoacetonitrile hydrochloride), C([O-])([O-])=O.[K+].[K+] (potassium carbonate), ClCC1=CC=C(C=C1)NC(\C=C\C1=CC(=CC=C1)C1=CC=C(C=C1)C)=O ((E)-N-[4-(chloromethyl)-phenyl]-3-(4-methylphenyl)cinnamamide). Solvent: CN(C)C=O (DMF). Run at time 14 hour. Product: C(#N)CN(C)CC1=CC=C(C=C1)NC(\C=C\C1=CC(=CC=C1)C1=CC=C(C=C1)C)=O ((E)-N-[4-[N-(cyanomethyl)-N-methylaminomethyl]phenyl]-3-(4-methylphenyl)-cinnamamide). Yield: 59.0%. Reaction SMILES: Cl[CH2:2][C:3]1[CH:8]=[CH:7][C:6]([NH:9][C:10](=[O:26])/[CH:11]=[CH:12]/[C:13]2[CH:18]=[CH:17][CH:16]=[C:15]([C:19]3[CH:24]=[CH:23][C:22]([CH3:25])=[CH:21][CH:20]=3)[CH:14]=2)=[CH:5][CH:4]=1.Cl.[CH3:28][NH:29][CH2:30][C:31]#[N:32].C(=O)([O-])[O-].[K+].[K+].O>CN(C=O)C>[C:31]([CH2:30][N:29]([CH2:2][C:3]1[CH:8]=[CH:7][C:6]([NH:9][C:10](=[O:26])/[CH:11]=[CH:12]/[C:13]2[CH:18]=[CH:17][CH:16]=[C:15]([C:19]3[CH:24]=[CH:23][C:22]([CH3:25])=[CH:21][CH:20]=3)[CH:14]=2)=[CH:5][CH:4]=1)[CH3:28])#[N:32] |f:1.2,3.4.5|. Procedure: In DMF (3ml) was dissolved (E)-N-[4-(chloromethyl)-phenyl]-3-(4-methylphenyl)cinnamamide (200mg), and to the solution were added methylaminoacetonitrile hydrochloride (77mg) and potassium carbonate (382mg). The mixture was stirred at room temperature for 14 hours, and to the mixture was added water (50ml). The mixture was extracted with ethyl acetate. The organic layer was washed with saturated sodium chloride solution, dried with anhydrous sodium sulfate, and concentrated under reduced pressure... Reactants: COC1=CC=C(C=C1)B(O)O (4-methoxybenzeneboronic acid), C(C1=CC=CC=C1)OC1=C(C=C(C(=O)OCC2=CC=CC=C2)C=C1)Br (benzyl 4-benzyloxy-3-bromobenzoate), C([O-])([O-])=O.[K+].[K+] (potassium carbonate). Reagents/catalysts: C=1C=CC(=CC1)[P](C=2C=CC=CC2)(C=3C=CC=CC3)[Pd]([P](C=4C=CC=CC4)(C=5C=CC=CC5)C=6C=CC=CC6)([P](C=7C=CC=CC7)(C=8C=CC=CC8)C=9C=CC=CC9)[P](C=1C=CC=CC1)(C=1C=CC=CC1)C=1C=CC=CC1 (Pd(PPh3)4). The solvent is C1(=CC=CC=C1)C.C(C)O (toluene ethanol). Yields the product C(C1=CC=CC=C1)OC1=C(C=C(C(=O)OCC2=CC=CC=C2)C=C1)C1=CC=C(C=C1)OC (Benzyl 4-benzyloxy-3-(4-methoxyphenyl)benzoate). Yield: 5.6%. As a reaction SMILES: [CH3:1][O:2][C:3]1[CH:8]=[CH:7][C:6](B(O)O)=[CH:5][CH:4]=1.[CH2:12]([O:19][C:20]1[CH:35]=[CH:34][C:23]([C:24]([O:26][CH2:27][C:28]2[CH:33]=[CH:32][CH:31]=[CH:30][CH:29]=2)=[O:25])=[CH:22][C:21]=1Br)[C:13]1[CH:18]=[CH:17][CH:16]=[CH:15][CH:14]=1.C(=O)([O-])[O-].[K+].[K+]>C1(C)C=CC=CC=1.C(O)C.C1C=CC([P]([Pd]([P](C2C=CC=CC=2)(C2C=CC=CC=2)C2C=CC=CC=2)([P](C2C=CC=CC=2)(C2C=CC=CC=2)C2C=CC=CC=2)[P](C2C=CC=CC=2)(C2C=CC=CC=2)C2C=CC=CC=2)(C2C=CC=CC=2)C2C=CC=CC=2)=CC=1>[CH2:12]([O:19][C:20]1[CH:35]=[CH:34][C:23]([C:24]([O:26][CH2:27][C:28]2[CH:33]=[CH:32][CH:31]=[CH:30][CH:29]=2)=[O:25])=[CH:22][C:21]=1[C:6]1[CH:7]=[CH:8][C:3]([O:2][CH3:1])=[CH:4][CH:5]=1)[C:13]1[CH:18]=[CH:17][CH:16]=[CH:15][CH:14]=1 |f:2.3.4,5.6,^1:56,58,77,96|. Procedure details: To a degassed solution of 4-methoxybenzeneboronic acid (5.0 g, 32.9 mmol), benzyl 4-benzyloxy-3-bromobenzoate (12.1 g, 30.5 mmol), and potassium carbonate (10.4 g, 76.2 mmol) in toluene/ethanol 2/1, (140 mL), Pd(PPh3)4 (400 mg, 1 mol %) was added and the mixture is degassed for further 5 minutes. The mixture is then refluxed for 12 hours. The mixture was partitioned between ethyl acetate and water and extracted. The organic solvent was dried over sodium sulphate, removed under reduced pressure, ... Starting materials: O (water), NC=1C=C(CO)C=CC1 (3-amino benzyl alcohol), solid, C(=O)(O)[O-].[Na+] (NaHCO3), BrCCCC (1-bromobutane). The solvent is CS(=O)C (DMSO). Run at temperature 50 celsius, time 8 hour. Product: C(CCC)NC1=CC(=CC=C1)CO (N-butyl-N-(3-hydroxymethylphenyl)-amine). As a reaction SMILES: [NH2:1][C:2]1[CH:3]=[C:4]([CH:7]=[CH:8][CH:9]=1)[CH2:5][OH:6].C([O-])(O)=O.[Na+].Br[CH2:16][CH2:17][CH2:18][CH3:19].O>CS(C)=O>[CH2:16]([NH:1][C:2]1[CH:9]=[CH:8][CH:7]=[C:4]([CH2:5][OH:6])[CH:3]=1)[CH2:17][CH2:18][CH3:19] |f:1.2|. Procedure details: To a solution of 3.69 g (30 mmol) of 3-amino benzyl alcohol in 20 ml DMSO was added 3.78 g (45 mmol) solid NaHCO3 and 2.91 ml (27 mmol) 1-bromobutane. The reaction was allowed to stir at 50° C. for 18 hours (overnight). Reaction was worked up by adding 250 ml water and product was extracted in ethyl acetate. Water was added, and the resultant mixture was extracted with EtOAc. The organic layer was washed with water and brine. Reactants: S1C2=C(C=C1)C=C(C=C2)[C@H](CBr)O ((R)-1-(benzo[b]thiophen-5-yl)-2-bromoethanol), [OH-].[K+] (potassium hydroxide), C(C)OCC (diethyl ether), ice water. Solvent: CO (methanol), O1CCCC1 (tetrahydrofuran), O (water). Reaction conditions: time 10 minute. The product is S1C2=C(C=C1)C=C(C=C2)[C@H]2OC2 ((R)-2-(benzo[b]thiophen-5-yl)oxirane). As a reaction SMILES: [S:1]1[CH:5]=[CH:4][C:3]2[CH:6]=[C:7]([C@@H:10]([OH:13])[CH2:11]Br)[CH:8]=[CH:9][C:2]1=2.[OH-].[K+].C(OCC)C>CO.O1CCCC1.O>[S:1]1[CH:5]=[CH:4][C:3]2[CH:6]=[C:7]([C@@H:10]3[CH2:11][O:13]3)[CH:8]=[CH:9][C:2]1=2 |f:1.2|. Procedure details: 3.5 g of (R)-1-(benzo[b]thiophen-5-yl)-2-bromoethanol was dissolved in a mixed solvent of 20 ml of methanol and 10 ml of tetrahydrofuran. Thereto was added a solution of 1.5 g of potassium hydroxide dissolved in 5 ml of water, with ice cooling. The resulting mixture was stirred for 5 minutes at the same temperature and further for 10 minutes at room temperature. The reaction mixture was added to a mixture of 60 ml of diethyl ether and 60 ml of ice water. The organic layer was separated. The aque... Starting materials: [Cl-], [Cl-], ClCCl, O=C(N1CCC(c2ccccc2)CC1)C(F)(F)F, [Zn+2]. Yields the product O=C(N1CCC(c2ccc(CCl)cc2)CC1)C(F)(F)F. RXN SMILES: [Cl-:22].[Cl-:23].[Cl:19][CH2:20][Cl:21].[F:1][C:2]([C:3](=[O:4])[N:5]1[CH2:6][CH2:7][CH:8]([c:11]2[cH:12][cH:13][cH:14][cH:15][cH:16]2)[CH2:9][CH2:10]1)([F:17])[F:18].[Zn+2:24]>>[F:1][C:2]([C:3](=[O:4])[N:5]1[CH2:6][CH2:7][CH:8]([c:11]2[cH:12][cH:13][c:14]([CH2:20][Cl:19])[cH:15][cH:16]2)[CH2:9][CH2:10]1)([F:17])[F:18].